From a dataset of the Open Reaction Database (ORD), a public repository of structured organic reaction records. describe an organic reaction: reactants, conditions, products, and yield Starting materials: NC1=C(SC=C1)C(=O)OC (3-Amino-2-methoxycarbonylthiophene), C(C)(C)(C)OC(=O)N1CCC(CC1)=O (1-tert-butyloxycarbonylpiperidin-4-one), C(#N)[BH3-].[Na+] (sodium cyanoborohydride). The product is C(C)(C)(C)OC(=O)N1CCC(CC1)NC1=C(SC=C1)C(=O)OC (3-(1-tert-butyloxycarbonylpiperidin-4-ylamino)-2-methoxycarbonylthiophene). As a reaction SMILES: [NH2:1][C:2]1[CH:6]=[CH:5][S:4][C:3]=1[C:7]([O:9][CH3:10])=[O:8].[C:11]([O:15][C:16]([N:18]1[CH2:23][CH2:22][C:21](=O)[CH2:20][CH2:19]1)=[O:17])([CH3:14])([CH3:13])[CH3:12].C([BH3-])#N.[Na+]>>[C:11]([O:15][C:16]([N:18]1[CH2:23][CH2:22][CH:21]([NH:1][C:2]2[CH:6]=[CH:5][S:4][C:3]=2[C:7]([O:9][CH3:10])=[O:8])[CH2:20][CH2:19]1)=[O:17])([CH3:14])([CH3:12])[CH3:13] |f:2.3|. Reported procedure: 3-Amino-2-methoxycarbonylthiophene is reductively alkylated with 1-tert-butyloxycarbonylpiperidin-4-one and sodium cyanoborohydride to give 3-(1-tert-butyloxycarbonylpiperidin-4-ylamino)-2-methoxycarbonylthiophene. Starting materials: O=C1CN(c2cc3c(cc2OCc2ccccc2)CC(O)CC3)S(=O)(=O)N1COCc1ccccc1, ClCCl. The product is O=C1CCc2cc(N3CC(=O)N(COCc4ccccc4)S3(=O)=O)c(OCc3ccccc3)cc2C1. As a reaction SMILES: [CH2:1]([c:2]1[cH:3][cH:4][cH:5][cH:6][cH:7]1)[O:8][c:9]1[c:10]([N:20]2[CH2:21][C:22](=[O:36])[N:23]([CH2:27][O:28][CH2:29][c:30]3[cH:31][cH:32][cH:33][cH:34][cH:35]3)[S:24]2(=[O:25])=[O:26])[cH:11][c:12]2[c:17]([cH:18]1)[CH2:16][CH:15]([OH:19])[CH2:14][CH2:13]2.[Cl:37][CH2:38][Cl:39]>>[CH2:1]([c:2]1[cH:3][cH:4][cH:5][cH:6][cH:7]1)[O:8][c:9]1[c:10]([N:20]2[CH2:21][C:22](=[O:36])[N:23]([CH2:27][O:28][CH2:29][c:30]3[cH:31][cH:32][cH:33][cH:34][cH:35]3)[S:24]2(=[O:25])=[O:26])[cH:11][c:12]2[c:17]([cH:18]1)[CH2:16][C:15](=[O:19])[CH2:14][CH2:13]2. Reactants: S(Cl)Cl (sulfur dichloride), ClC1=C(OC2=CC=3C(=[N+](ON3)[O-])C=C2)C=CC(=C1)Cl (5-(2,4-dichlorophenoxy)benzo-2,1,3-oxadiazole N-oxide), dioxime. Product: ClC1=C(OC2=CC=3C(=NSN3)C=C2)C=CC(=C1)Cl (5-(2,4-dichlorophenoxy)benzo-2,1,3-thiadiazole), ClC1=C(OC2=CC=3C(=[N+](SN3)[O-])C=C2)C=CC(=C1)Cl (5-(2,4-dichlorophenoxy)benzo-2,1,3-thiadiazole N-oxide). As a reaction SMILES: [Cl:1][C:2]1[CH:18]=[C:17]([Cl:19])[CH:16]=[CH:15][C:3]=1[O:4][C:5]1[CH:14]=[CH:13][C:8]2=[N+:9]([O-])[O:10][N:11]=[C:7]2[CH:6]=1.[S:20](Cl)Cl>>[Cl:1][C:2]1[CH:18]=[C:17]([Cl:19])[CH:16]=[CH:15][C:3]=1[O:4][C:5]1[CH:14]=[CH:13][C:8]2=[N:9][S:20][N:11]=[C:7]2[CH:6]=1.[Cl:1][C:2]1[CH:18]=[C:17]([Cl:19])[CH:16]=[CH:15][C:3]=1[O:4][C:5]1[CH:14]=[CH:13][C:8]2=[N+:9]([O-:10])[S:20][N:11]=[C:7]2[CH:6]=1. Reported procedure: In the same way, 5-(2,4-dichlorophenoxy)benzo-2,1,3-oxadiazole N-oxide is reduced to the corresponding dioxime, which is then reacted with sulfur dichloride to yield 5-(2,4-dichlorophenoxy)benzo-2,1,3-thiadiazole and 5-(2,4-dichlorophenoxy)benzo-2,1,3-thiadiazole N-oxide. The reactants are Cl.Cl.NN (hydrazine 2HCl), TEA, C(C)OCC(C(C#N)C1=CC=C(C=C1)C)=O (4-Ethoxy-2-(4-methylphenyl)-3-oxobutanenitrile). Solvent: C(C)O (ethanol). Conditions: temperature 80 celsius, time 15 hour. Product: C(C)OCC1=NNC(=C1C1=CC=C(C=C1)C)N (3-(ethoxymethyl)-4-(4-methylphenyl)-1H-pyrazol-5-amine). The yield is 90.0%. RXN SMILES: [CH2:1]([O:3][CH2:4][C:5](=O)[CH:6]([C:9]1[CH:14]=[CH:13][C:12]([CH3:15])=[CH:11][CH:10]=1)[C:7]#[N:8])[CH3:2].Cl.Cl.[NH2:19][NH2:20]>C(O)C>[CH2:1]([O:3][CH2:4][C:5]1[C:6]([C:9]2[CH:14]=[CH:13][C:12]([CH3:15])=[CH:11][CH:10]=2)=[C:7]([NH2:8])[NH:20][N:19]=1)[CH3:2] |f:1.2.3|. Procedure details: 4-Ethoxy-2-(4-methylphenyl)-3-oxobutanenitrile (1.493 g) is dissolved in ethanol (50 mL). After adding hydrazine 2HCl (1.10 g), TEA (0.85 mL) and molecular sieve, the reaction mixture is heated to 80° C. After stirring for 15 hours and cooling to room temperature, the molecular sieve is removed by filtering. The reaction solvent is removed under reduced pressure. After the reaction is terminated by adding saturated aq. NaHCO3, the reaction mixture is extracted 3 times with ethyl acetate. The org...